This data is from the Open Reaction Database (ORD), a public repository of structured organic reaction records. The task is: describe an organic reaction: reactants, conditions, products, and yield Starting materials: O=C(C1CC1)N1CCC(Cc2n[nH]c(=O)n2-c2ccc(Br)cc2)C1, O=C([O-])[O-], [K+], [K+], C1COCCO1, OB(O)c1ccc2cc(O)ccc2c1. Yields the product O=C(C1CC1)N1CCC(Cc2n[nH]c(=O)n2-c2ccc(-c3ccc4cc(O)ccc4c3)cc2)C1. Reaction SMILES: [Br:1][c:2]1[cH:3][cH:4][c:5](-[n:8]2[c:9](=[O:24])[nH:10][n:11][c:12]2[CH2:13][CH:14]2[CH2:15][N:16]([C:19](=[O:20])[CH:21]3[CH2:22][CH2:23]3)[CH2:17][CH2:18]2)[cH:6][cH:7]1.[C:39](=[O:40])([O-:41])[O-:42].[K+:43].[K+:44].[O:45]1[CH2:46][CH2:47][O:48][CH2:49][CH2:50]1.[OH:25][c:26]1[cH:27][c:28]2[cH:29][cH:30][c:31]([B:36]([OH:37])[OH:38])[cH:32][c:33]2[cH:34][cH:35]1>>[c:2]1(-[c:31]2[cH:30][cH:29][c:28]3[cH:27][c:26]([OH:25])[cH:35][cH:34][c:33]3[cH:32]2)[cH:3][cH:4][c:5](-[n:8]2[c:9](=[O:24])[nH:10][n:11][c:12]2[CH2:13][CH:14]2[CH2:15][N:16]([C:19](=[O:20])[CH:21]3[CH2:22][CH2:23]3)[CH2:17][CH2:18]2)[cH:6][cH:7]1. Starting materials: CCOC(=N)c1ccccc1, CO, NCC(=O)O, [Na+], [OH-], O. The product is N=C(NCC(=O)O)c1ccccc1. RXN SMILES: [C:8]([c:9]1[cH:10][cH:11][cH:12][cH:13][cH:14]1)([O:15][CH2:16][CH3:17])=[NH:18].[CH3:20][OH:21].[NH2:1][CH2:2][C:3]([OH:4])=[O:5].[Na+:7].[OH-:6].[OH2:19]>>[NH:1]([CH2:2][C:3]([OH:4])=[O:5])[C:8]([c:9]1[cH:10][cH:11][cH:12][cH:13][cH:14]1)=[NH:18]. The reactants are FC1=C(C(=C(C(=C1C#N)F)C#N)F)F (tetrafluoroisophthalonitrile), CC(=C)CO (β-methallyl alcohol), [F-].[K+] (potassium fluoride). Solvent: C(C)#N (acetonitrile). Reaction conditions: time 10 hour. Yields the product FC1=C(C#N)C(=C(C(=C1C#N)F)F)OCC(C)=C (2,4,5-Trifluoro-6-methallyloxyisopthalonitrile). RXN SMILES: F[C:2]1[C:7]([C:8]#[N:9])=[C:6]([F:10])[C:5]([C:11]#[N:12])=[C:4]([F:13])[C:3]=1[F:14].[CH3:15][C:16]([CH2:18][OH:19])=[CH2:17].[F-].[K+]>C(#N)C>[F:10][C:6]1[C:5]([C:11]#[N:12])=[C:4]([F:13])[C:3]([F:14])=[C:2]([O:19][CH2:18][C:16](=[CH2:15])[CH3:17])[C:7]=1[C:8]#[N:9] |f:2.3|. Reported procedure: The mixture of 3.0 g of tetrafluoroisophthalonitrile, 1.2 g of β-methallyl alcohol and 1.8 g of potassium fluoride in 30 ml of acetonitrile was stirred at room temperature for 10 hours. The mixture was cooled and filtered. The filtrate was evaporated under reduced pressure. After 50 ml of water was added to the residue, the mixture was extracted with carbon tetrachloride, washed with water, and dried over sodium sulfate. After evaporating carbon tetrachloride, the residue of 2.9 g (crystal) was ... Starting materials: COc1ccc(CN2C(=O)SCC2C2(O)CC(O)CC(CCc3ccccc3)O2)cc1, C=CCCCC1CC(O)CC(O)(C2CSC(=O)N2Cc2ccc(OC)cc2)O1. Yields the product COc1ccc(CN2C(=O)SCC2C2(OC)CC(O)CC(CCc3ccccc3)O2)cc1. RXN SMILES: [OH:1][C:2]1([CH:17]2[N:18]([CH2:23][c:24]3[cH:25][cH:26][c:27]([O:30][CH3:31])[cH:28][cH:29]3)[C:19](=[O:22])[S:20][CH2:21]2)[O:3][CH:4]([CH2:9][CH2:10][c:11]2[cH:12][cH:13][cH:14][cH:15][cH:16]2)[CH2:5][CH:6]([OH:8])[CH2:7]1.[OH:32][C:33]1([CH:34]2[CH2:35][S:36][C:37](=[O:38])[N:39]2[CH2:40][c:41]2[cH:42][cH:43][c:44]([O:45][CH3:46])[cH:47][cH:48]2)[CH2:49][CH:50]([OH:51])[CH2:52][CH:53]([CH2:54][CH2:55][CH2:56][CH:57]=[CH2:58])[O:59]1>>[O:1]([C:2]1([CH:17]2[N:18]([CH2:23][c:24]3[cH:25][cH:26][c:27]([O:30][CH3:31])[cH:28][cH:29]3)[C:19](=[O:22])[S:20][CH2:21]2)[O:3][CH:4]([CH2:9][CH2:10][c:11]2[cH:12][cH:13][cH:14][cH:15][cH:16]2)[CH2:5][CH:6]([OH:8])[CH2:7]1)[CH3:33].